From a dataset of the Open Reaction Database (ORD), a public repository of structured organic reaction records. describe an organic reaction: reactants, conditions, products, and yield Starting materials: ClC=1OC2=C(N1)C=CC=C2 (2-chlorobenzoxazole), NC1=CC=C(C=C1)CC(=O)OCC (ethyl 4-aminophenylacetate), O (water). Solvent: C=1(C(=CC=CC1)C)C (xylene). The product is O1C(=NC2=C1C=CC=C2)NC2=CC=C(C=C2)CC(=O)OCC (ethyl 4-(2-benzoxazolylamino)phenylacetate). Isolated yield 107.8%. RXN SMILES: Cl[C:2]1[O:3][C:4]2[CH:10]=[CH:9][CH:8]=[CH:7][C:5]=2[N:6]=1.[NH2:11][C:12]1[CH:17]=[CH:16][C:15]([CH2:18][C:19]([O:21][CH2:22][CH3:23])=[O:20])=[CH:14][CH:13]=1.O>C1(C)C(C)=CC=CC=1>[O:3]1[C:4]2[CH:10]=[CH:9][CH:8]=[CH:7][C:5]=2[N:6]=[C:2]1[NH:11][C:12]1[CH:13]=[CH:14][C:15]([CH2:18][C:19]([O:21][CH2:22][CH3:23])=[O:20])=[CH:16][CH:17]=1. Reported procedure: In xylene (10 mL), 2-chlorobenzoxazole (1.00 g, 6.51 mmol) and ethyl 4-aminophenylacetate (1.67 g, 6.51 mmol) were heated and refluxed for 10 hours. After cooling, water was added to the reaction mixture, followed by extraction with ethyl acetate. The extract was washed with saturated brine, dried over magnesium sulfate and distilled under reduced pressure to remove the solvent. The residue was purified by chromatography on a silica gel column, whereby from hexane-ethyl acetate (3:1, v/v) eluate... Reactants: C#CCCO, [Li]CCCC, C[Si](C)(C)Cl, CCCCCC, O. Yields the product C[Si](C)(C)C#CCCO. Reaction SMILES: [CH2:1]([CH2:2][C:3]#[CH:4])[OH:5].[CH2:6]([Li:7])[CH2:8][CH2:9][CH3:10].[CH3:11][Si:12]([Cl:13])([CH3:14])[CH3:15].[CH3:17][CH2:18][CH2:19][CH2:20][CH2:21][CH3:22].[OH2:16]>>[CH2:1]([CH2:2][C:3]#[C:4][Si:12]([CH3:11])([CH3:14])[CH3:15])[OH:5].